This data is from the Open Reaction Database (ORD), a public repository of structured organic reaction records. The task is: describe an organic reaction: reactants, conditions, products, and yield Starting materials: CCN(C(C)C)C(C)C (DIPEA), CN(C)C=O (DMF), Cl (HCl), C1(CCCC1)[C@](C(=O)N1CCNCC1)(C1=CC=CC=C1)O ((R)-2-cyclopentyl-2-hydroxy-2-phenyl-1-piperazin-1-ylethanone). Run at temperature 40 celsius. Yields the product C(C)OC(CCC1=CC=CC=C1)=N (3-Phenylpropionimidic acid ethyl ester), Cl (HCl). Yield: 93.3%. Reaction SMILES: [ClH:1].[CH:2]1([C@@:7](O)([C:16]2[CH:21]=[CH:20][CH:19]=[CH:18][CH:17]=2)C(N2CCNCC2)=O)CCCC1.[CH3:23][CH2:24]N(C(C)C)C(C)C.C[N:33]([CH:35]=[O:36])C>>[CH2:23]([O:33][C:35](=[NH:36])[CH2:2][CH2:7][C:16]1[CH:21]=[CH:20][CH:19]=[CH:18][CH:17]=1)[CH3:24].[ClH:1]. Reported procedure: HCl (26 mg, 150 mol) and (R)-2-cyclopentyl-2-hydroxy-2-phenyl-1-piperazin-1-ylethanone (43 mg, 150 mol) were combined in DMF (1.0 mL). DIPEA (52 μL, 0.3 mmol) was added, and the mixture was heated at 40° C. for 14 hours. The mixture was then condensed in vacuo and purified by reverse phase HPLC to obtain the title compound as an HCl salt (23 mg, 0.1 mmol, 93.3% purity). MS m/z: [M+H]+ calcd for C26H33N3O2, 420.26; found 420.4. Starting materials: C1(=C(C(=C(C(=C1F)F)F)N)F)N.Cl.Cl (dihydrochloride), N([C@@H](CC1=CC=CC=C1)C(=O)N[C@@H](CC1=CNC=N1)C(=O)N[C@@H](CC(C)C)C(=O)N[C@@H](C(C)C)C(=O)N[C@@H]([C@@H](C)CC)C(=O)N[C@@H](CC1=CNC=N1)C(=O)N)C(=O)OCC1=CC=CC=C1 (Z-Phe-His-Leu-Val-Ile-His-NH2). The reagents and catalysts are [Pd] (palladium-on-carbon). Run in O.CO (water methanol). Product: N[C@@H](CC1=CC=CC=C1)C(=O)N[C@@H](CC1=CNC=N1)C(=O)N[C@@H](CC(C)C)C(=O)N[C@@H](C(C)C)C(=O)N[C@@H]([C@@H](C)CC)C(=O)N[C@@H](CC1=CNC=N1)C(=O)N.Cl.Cl (H-Phe-His-Leu-Val-Ile-His-NH2.2HCl). Reaction SMILES: C1(N)C(F)=C(F)C(F)=C(N)C=1F.[ClH:13].Cl.[NH:15](C(OCC1C=CC=CC=1)=O)[C@H:16]([C:24]([NH:26][C@H:27]([C:34]([NH:36][C@H:37]([C:42]([NH:44][C@H:45]([C:49]([NH:51][C@H:52]([C:57]([NH:59][C@H:60]([C:67]([NH2:69])=[O:68])[CH2:61][C:62]1[N:66]=[CH:65][NH:64][CH:63]=1)=[O:58])[C@H:53]([CH2:55][CH3:56])[CH3:54])=[O:50])[CH:46]([CH3:48])[CH3:47])=[O:43])[CH2:38][CH:39]([CH3:41])[CH3:40])=[O:35])[CH2:28][C:29]1[N:33]=[CH:32][NH:31][CH:30]=1)=[O:25])[CH2:17][C:18]1[CH:23]=[CH:22][CH:21]=[CH:20][CH:19]=1>O.CO.[Pd]>[NH2:15][C@H:16]([C:24]([NH:26][C@H:27]([C:34]([NH:36][C@H:37]([C:42]([NH:44][C@H:45]([C:49]([NH:51][C@H:52]([C:57]([NH:59][C@H:60]([C:67]([NH2:69])=[O:68])[CH2:61][C:62]1[N:66]=[CH:65][NH:64][CH:63]=1)=[O:58])[C@H:53]([CH2:55][CH3:56])[CH3:54])=[O:50])[CH:46]([CH3:48])[CH3:47])=[O:43])[CH2:38][CH:39]([CH3:41])[CH3:40])=[O:35])[CH2:28][C:29]1[N:33]=[CH:32][NH:31][CH:30]=1)=[O:25])[CH2:17][C:18]1[CH:23]=[CH:22][CH:21]=[CH:20][CH:19]=1.[ClH:13].[ClH:13] |f:0.1.2,4.5,7.8.9|. Procedure details: 3.14 g of the dihydrochloride of Z-Phe-His-Leu-Val-Ile-His-NH2 from Example 1 are hydrogenated for 4 hours at normal pressure in 100 ml of water/methanol (5:95) in the presence of 350 mg of palladium-on-carbon (5%). After removing the catalyst by filtration, evaporating off the solvent and drying in a high vacuum, H-Phe-His-Leu-Val-Ile-His-NH2.2HCl is obtained in the form of a colourless powder. Rf (B11)=0.26. The product is CCCCOC(=O)CC(O)CC#N. As a reaction SMILES: [CH3:16][S:17](=[O:18])[CH3:19].[Cl:1][CH2:2][CH:3]([CH2:4][C:5](=[O:6])[O:7][CH2:8][CH2:9][CH2:10][CH3:11])[OH:12].[Na:13][C:14]#[N:15]>>[CH2:2]([CH:3]([CH2:4][C:5](=[O:6])[O:7][CH2:8][CH2:9][CH2:10][CH3:11])[OH:12])[C:14]#[N:15]. Starting materials: CS(C)=O, CCCCOC(=O)CC(O)CCl, N#C[Na]. Starting materials: 4-phenylquinazolines, amidobenzenes, benzonitriles, ClC1=CC=C(C=C1)NC(C(C)(C)C)=O (p-chloropivalamidobenzene), [Li]CCCC (n-BuLi), FC1=C(C#N)C=CC=C1 (o-fluorobenzonitrile). The product is C(C)(C)(C)C1=NC2=CC=C(C=C2C(=N1)C1=C(C=CC=C1)F)Cl (2-t-butyl-6-chloro-4-o-fluorophenylquinazoline). The yield is 57.0%. As a reaction SMILES: [Cl:1][C:2]1[CH:7]=[CH:6][C:5]([NH:8][C:9](=O)[C:10]([CH3:13])([CH3:12])[CH3:11])=[CH:4][CH:3]=1.[Li]CCCC.[F:20][C:21]1[CH:28]=[CH:27][CH:26]=[CH:25][C:22]=1[C:23]#[N:24]>>[C:10]([C:9]1[N:24]=[C:23]([C:22]2[CH:25]=[CH:26][CH:27]=[CH:28][C:21]=2[F:20])[C:6]2[C:5](=[CH:4][CH:3]=[C:2]([Cl:1])[CH:7]=2)[N:8]=1)([CH3:13])([CH3:12])[CH3:11]. Procedure: The preparation of 4-phenylquinazolines from amidobenzenes or benzonitriles, as shown in the reaction when p-chloropivalamidobenzene was dilithiated with n-BuLi followed by the addition of o-fluorobenzonitrile to give 57% of 2-t-butyl-6-chloro-4-o-fluorophenylquinazoline [26], and the treatment of o-aminobenzonitrile with phenylmagnesium halide from which the resulting intermediate 2-H2NC6H4C(Ph)=N− then cyclized with carbonyl compounds (e.g., acid chlorides, anhydrides, formates) to give 4-phen... The reactants are CC(=O)O, C=CC1CC(=O)C=CN1C(=O)OCC[Si](C)(C)C, [Zn]. The product is C=CC1CC(=O)CCN1C(=O)OCC[Si](C)(C)C. RXN SMILES: [CH3:19][C:20](=[O:21])[OH:22].[O:1]=[C:2]1[CH2:3][CH:4]([CH:17]=[CH2:18])[N:5]([C:8](=[O:9])[O:10][CH2:11][CH2:12][Si:13]([CH3:14])([CH3:15])[CH3:16])[CH:6]=[CH:7]1.[Zn:23]>>[O:1]=[C:2]1[CH2:3][CH:4]([CH:17]=[CH2:18])[N:5]([C:8](=[O:9])[O:10][CH2:11][CH2:12][Si:13]([CH3:14])([CH3:15])[CH3:16])[CH2:6][CH2:7]1.